From a dataset of the Open Reaction Database (ORD), a public repository of structured organic reaction records. describe an organic reaction: reactants, conditions, products, and yield Starting materials: CCOc1cc(Br)ccc1OC, [Li]CCCC, C1CCOC1, CN(C)c1ccc(C=O)cc1, CC(C)O, O. The product is CCOc1cc(C(O)c2ccc(N(C)C)cc2)ccc1OC. RXN SMILES: [Br:1][c:2]1[cH:3][c:4]([O:10][CH2:11][CH3:12])[c:5]([O:8][CH3:9])[cH:6][cH:7]1.[CH2:13]([Li:14])[CH2:15][CH2:16][CH3:17].[CH2:33]1[O:34][CH2:35][CH2:36][CH2:37]1.[CH3:18][N:19]([c:20]1[cH:21][cH:22][c:23]([CH:24]=[O:25])[cH:26][cH:27]1)[CH3:28].[CH:29]([OH:30])([CH3:31])[CH3:32].[OH2:38]>>[c:2]1([CH:24]([c:23]2[cH:22][cH:21][c:20]([N:19]([CH3:18])[CH3:28])[cH:27][cH:26]2)[OH:25])[cH:3][c:4]([O:10][CH2:11][CH3:12])[c:5]([O:8][CH3:9])[cH:6][cH:7]1.